Dataset: the Open Reaction Database (ORD), a public repository of structured organic reaction records. Task: describe an organic reaction: reactants, conditions, products, and yield Starting materials: CCOC(C)=O, Oc1nc2ccc(Cl)nc2nc1-c1ccccc1, NN, C1COCCO1. Yields the product NNc1ccc2nc(O)c(-c3ccccc3)nc2n1. Reaction SMILES: [CH3:27][CH2:28][O:29][C:30](=[O:31])[CH3:32].[Cl:1][c:2]1[cH:3][cH:4][c:5]2[c:6]([n:7][c:8](-[c:12]3[cH:13][cH:14][cH:15][cH:16][cH:17]3)[c:9]([OH:11])[n:10]2)[n:18]1.[NH2:19][NH2:20].[O:21]1[CH2:22][CH2:23][O:24][CH2:25][CH2:26]1>>[c:2]1([NH:19][NH2:20])[cH:3][cH:4][c:5]2[c:6]([n:7][c:8](-[c:12]3[cH:13][cH:14][cH:15][cH:16][cH:17]3)[c:9]([OH:11])[n:10]2)[n:18]1. Starting materials: Cc1oc(-c2ccccc2)nc1COc1ccc(CON)cc1, CC(=O)O, CC(=O)[O-], CCO, [Na+], CCOC(=O)CCC(=O)c1cccnc1, O. The product is CCOC(=O)CCC(=NOCc1ccc(OCc2nc(-c3ccccc3)oc2C)cc1)c1cccnc1. Reaction SMILES: [CH3:1][c:2]1[c:3]([CH2:13][O:14][c:15]2[cH:16][cH:17][c:18]([CH2:19][O:20][NH2:21])[cH:22][cH:23]2)[n:4][c:5](-[c:7]2[cH:8][cH:9][cH:10][cH:11][cH:12]2)[o:6]1.[CH3:39][C:40](=[O:41])[OH:42].[CH3:44][C:45](=[O:46])[O-:47].[CH3:49][CH2:50][OH:51].[Na+:43].[O:24]=[C:25]([CH2:26][CH2:27][C:28](=[O:29])[O:30][CH2:31][CH3:32])[c:33]1[cH:34][n:35][cH:36][cH:37][cH:38]1.[OH2:48]>>[CH3:1][c:2]1[c:3]([CH2:13][O:14][c:15]2[cH:16][cH:17][c:18]([CH2:19][O:20][N:21]=[C:25]([CH2:26][CH2:27][C:28](=[O:29])[O:30][CH2:31][CH3:32])[c:33]3[cH:34][n:35][cH:36][cH:37][cH:38]3)[cH:22][cH:23]2)[n:4][c:5](-[c:7]2[cH:8][cH:9][cH:10][cH:11][cH:12]2)[o:6]1.